From a dataset of the Open Reaction Database (ORD), a public repository of structured organic reaction records. describe an organic reaction: reactants, conditions, products, and yield Reactants: NN1CCC(N2CCCC2)CC1, Nc1ncc(-c2cccc(C(=O)O)c2)nc1OCc1cccc(F)c1C(F)(F)F. Yields the product Nc1ncc(-c2cccc(C(=O)N3CCC(N4CCCC4)CC3)c2)nc1OCc1cccc(F)c1C(F)(F)F. As a reaction SMILES: [N:30]1([CH:35]2[CH2:36][CH2:37][N:38]([NH2:41])[CH2:39][CH2:40]2)[CH2:31][CH2:32][CH2:33][CH2:34]1.[NH2:1][c:2]1[n:3][cH:4][c:5](-[c:21]2[cH:22][c:23]([C:24](=[O:25])[OH:26])[cH:27][cH:28][cH:29]2)[n:6][c:7]1[O:8][CH2:9][c:10]1[c:11]([C:17]([F:18])([F:19])[F:20])[c:12]([F:16])[cH:13][cH:14][cH:15]1>>[NH2:1][c:2]1[n:3][cH:4][c:5](-[c:21]2[cH:22][c:23]([C:24](=[O:25])[N:38]3[CH2:37][CH2:36][CH:35]([N:30]4[CH2:31][CH2:32][CH2:33][CH2:34]4)[CH2:40][CH2:39]3)[cH:27][cH:28][cH:29]2)[n:6][c:7]1[O:8][CH2:9][c:10]1[c:11]([C:17]([F:18])([F:19])[F:20])[c:12]([F:16])[cH:13][cH:14][cH:15]1. As a reaction SMILES: O[CH2:2][CH2:3][N:4]([CH3:12])[C:5]([N:7]1[CH2:11][CH2:10][CH2:9][CH2:8]1)=[O:6].S(Cl)([Cl:15])=O>CN(C)C=O.CC1C=CC=CC=1>[Cl:15][CH2:2][CH2:3][N:4]([CH3:12])[C:5]([N:7]1[CH2:11][CH2:10][CH2:9][CH2:8]1)=[O:6]. Product: ClCCN(C(=O)N1CCCC1)C (N-(2-chloroethyl)-N-methyl-1-pyrrolidinecarboxamide). The reactants are OCCN(C(=O)N1CCCC1)C (N-(2-hydroxyethyl)-N-methyl-1pyrrolidinecarboxamide), S(=O)(Cl)Cl (thionyl chloride). The reagents and catalysts are CN(C=O)C (N,N-dimethylformamide). The yield is 100.0%. Procedure: To a stirred solution of 4 parts of N-(2-hydroxyethyl)-N-methyl-1pyrrolidinecarboxamide in 22.5 parts of methylbenzene were added 2.9 parts of thionyl chloride. After the addition of a few drops of N,N-dimethylformamide, the reaction mixture was heated slowly to reflux temperature. After stirring for 2 hours at this temperature, the mixture was cooled and the whole was evaporated, yielding 4.5 parts (100%) of N-(2-chloroethyl)-N-methyl-1-pyrrolidinecarboxamide as a residue (int. 31). Reaction conditions: time 2 hour. Solvent: CC1=CC=CC=C1 (methylbenzene). Starting materials: CN1CCOCC1, CN(C)C1(c2ccc(F)cc2)CCC(=CC(=O)O)CC1, CN(C)C=O, C(=NC1CCCCC1)=NC1CCCCC1, Cl, NCCc1c[nH]c2ccccc12, [Na+], [OH-], O, On1nnc2ccccc21. As a reaction SMILES: [CH3:23][N:24]1[CH2:25][CH2:26][O:27][CH2:28][CH2:29]1.[CH3:31][N:32]([C:33]1([c:43]2[cH:44][cH:45][c:46]([F:49])[cH:47][cH:48]2)[CH2:34][CH2:35][C:36](=[CH:39][C:40](=[O:41])[OH:42])[CH2:37][CH2:38]1)[CH3:50].[CH3:69][N:70]([CH3:71])[CH:72]=[O:73].[CH:51]1([N:52]=[C:53]=[N:54][CH:55]2[CH2:56][CH2:57][CH2:58][CH2:59][CH2:60]2)[CH2:61][CH2:62][CH2:63][CH2:64][CH2:65]1.[ClH:30].[NH2:11][CH2:12][CH2:13][c:14]1[cH:15][nH:16][c:17]2[cH:18][cH:19][cH:20][cH:21][c:22]12.[Na+:67].[OH-:66].[OH2:68].[OH:1][n:2]1[c:3]2[cH:4][cH:5][cH:6][cH:7][c:8]2[n:9][n:10]1>>[NH:11]([CH2:12][CH2:13][c:14]1[cH:15][nH:16][c:17]2[cH:18][cH:19][cH:20][cH:21][c:22]12)[C:40]([CH:39]=[C:36]1[CH2:35][CH2:34][C:33]([N:32]([CH3:31])[CH3:50])([c:43]2[cH:44][cH:45][c:46]([F:49])[cH:47][cH:48]2)[CH2:38][CH2:37]1)=[O:41]. The product is CN(C)C1(c2ccc(F)cc2)CCC(=CC(=O)NCCc2c[nH]c3ccccc23)CC1. The reactants are O=C([O-])O, O=[N+]([O-])c1ccc2c(c1)C(c1ccccc1Cl)=NCc1nc(CCl)cn1-2, [Na+], C1COCCO1, O. Yields the product O=[N+]([O-])c1ccc2c(c1)C(c1ccccc1Cl)=NCc1nc(CO)cn1-2. As a reaction SMILES: [C:27]([OH:28])(=[O:29])[O-:30].[Cl:1][CH2:2][c:3]1[n:4][c:5]2[n:6]([cH:26]1)-[c:7]1[c:8]([cH:19][c:20]([N+:23](=[O:24])[O-:25])[cH:21][cH:22]1)[C:9]([c:12]1[c:13]([Cl:18])[cH:14][cH:15][cH:16][cH:17]1)=[N:10][CH2:11]2.[Na+:31].[O:32]1[CH2:33][CH2:34][O:35][CH2:36][CH2:37]1.[OH2:38]>>[CH2:2]([c:3]1[n:4][c:5]2[n:6]([cH:26]1)-[c:7]1[c:8]([cH:19][c:20]([N+:23](=[O:24])[O-:25])[cH:21][cH:22]1)[C:9]([c:12]1[c:13]([Cl:18])[cH:14][cH:15][cH:16][cH:17]1)=[N:10][CH2:11]2)[OH:28]. Reactants: CO, COC(=O)CCC[N+](=O)[O-], N. Product: NC(=O)CCC[N+](=O)[O-]. RXN SMILES: [CH3:12][OH:13].[N+:1](=[O:2])([O-:3])[CH2:4][CH2:5][CH2:6][C:7]([O:9][CH3:8])=[O:10].[NH3:11]>>[N+:1](=[O:2])([O-:3])[CH2:4][CH2:5][CH2:6][C:7](=[O:9])[NH2:11]. Starting materials: C(C)(C)(C)OOC(C1=CC=C(C=C1)C(C1=CC=CC=C1)=O)=O (t-butyl-4-benzoylperbenzoate), COC1=CC=C(C(=O)C2=CC=C(C(=O)O)C=C2)C=C1 (4-(4'-methoxybenzoyl)-benzoic acid), acid chloride. Solvent: CCOCC (ether), ClCCl (dichloromethane). The product is C(C)(C)(C)OOC(C1=CC=C(C=C1)C(C1=CC=C(C=C1)OC)=O)=O (Tert-butyl-4-(4'-methoxybenzoyl)perbenzoate). As a reaction SMILES: [C:1]([O:5][O:6][C:7](=[O:22])[C:8]1[CH:13]=[CH:12][C:11]([C:14](=[O:21])[C:15]2[CH:20]=[CH:19][CH:18]=[CH:17][CH:16]=2)=[CH:10][CH:9]=1)([CH3:4])([CH3:3])[CH3:2].[CH3:23][O:24]C1C=CC(C(C2C=CC(C(O)=O)=CC=2)=O)=CC=1>CCOCC.ClCCl>[C:1]([O:5][O:6][C:7](=[O:22])[C:8]1[CH:13]=[CH:12][C:11]([C:14](=[O:21])[C:15]2[CH:20]=[CH:19][C:18]([O:24][CH3:23])=[CH:17][CH:16]=2)=[CH:10][CH:9]=1)([CH3:4])([CH3:2])[CH3:3]. Procedure: Tert-butyl-4-(4'-methoxybenzoyl)perbenzoate is prepared by the above discussed procedure for the preparation of t-butyl-4-benzoylperbenzoate, except that the acid employed is 4-(4'-methoxybenzoyl)-benzoic acid, and during the preparation, the corresponding acid chloride is dissolved in a mixture of ether and dichloromethane. Starting materials: BrC=1C=C2C(=C(N1)OC)N(C=C2)C (5-bromo-7-methoxy-1-methyl-1H-pyrrolo[2,3-c]pyridine), IN1C(CCC1=O)=O (N-iodosuccinimide). Run in CN(C=O)C (dimethylformamide). Conditions: time 2 hour. The product is BrC=1C=C2C(=C(N1)OC)N(C=C2I)C (5-bromo-3-iodo-7-methoxy-1-methyl-1H-pyrrolo[2,3-c]pyridine). Yield: 93.8%. RXN SMILES: [Br:1][C:2]1[CH:3]=[C:4]2[CH:12]=[CH:11][N:10]([CH3:13])[C:5]2=[C:6]([O:8][CH3:9])[N:7]=1.[I:14]N1C(=O)CCC1=O>CN(C)C=O>[Br:1][C:2]1[CH:3]=[C:4]2[C:12]([I:14])=[CH:11][N:10]([CH3:13])[C:5]2=[C:6]([O:8][CH3:9])[N:7]=1. Reported procedure: The product from Example 91B (0.82 g, 3.40 mmol) and N-iodosuccinimide (0.918 g, 4.08 mmol) were combined in dimethylformamide (17.01 mL), stirred for two hours at ambient temperature, and quenched with 100 mL of 10% aqueous sodium thiosulfate. The mixture was stirred for 15 minutes and the resulting solid was collected by filtration, washed repeatedly with water and dried to constant mass to afford the title compound (1.17 g, 94%). Starting materials: C(C(C)C)NCC=1NC(C2=C(N1)CCOC2)=O (2-((isobutylamino)methyl)-7,8-dihydro-3H-pyrano[4,3-d]pyrimidin-4(5H)-one), FC1=CC=C(C(=O)C2CCN(CC2)CC(=O)O)C=C1 (2-(4-(4-fluorobenzoyl)piperidin-1-yl)acetic acid), C26H33FN4O4. Product: FC1=CC=C(C(=O)C2CCN(CC2)CC(=O)N(CC=2NC(C3=C(N2)CCOC3)=O)CC(C)C)C=C1 (2-(4-(4-Fluorobenzoyl)piperidin-1-yl)-N-isobutyl-N-((4-oxo-4,5,7,8-tetrahydro-3H-pyrano[4,3-d]pyrimidin-2-yl)methyl)acetamide). As a reaction SMILES: [CH2:1]([NH:5][CH2:6][C:7]1[NH:8][C:9](=[O:17])[C:10]2[CH2:16][O:15][CH2:14][CH2:13][C:11]=2[N:12]=1)[CH:2]([CH3:4])[CH3:3].[F:18][C:19]1[CH:36]=[CH:35][C:22]([C:23]([CH:25]2[CH2:30][CH2:29][N:28]([CH2:31][C:32](O)=[O:33])[CH2:27][CH2:26]2)=[O:24])=[CH:21][CH:20]=1>>[F:18][C:19]1[CH:20]=[CH:21][C:22]([C:23]([CH:25]2[CH2:26][CH2:27][N:28]([CH2:31][C:32]([N:5]([CH2:1][CH:2]([CH3:4])[CH3:3])[CH2:6][C:7]3[NH:8][C:9](=[O:17])[C:10]4[CH2:16][O:15][CH2:14][CH2:13][C:11]=4[N:12]=3)=[O:33])[CH2:29][CH2:30]2)=[O:24])=[CH:35][CH:36]=1. Reported procedure: Following the general procedure of Example 4, the title compound was prepared (36.4 mg) from 2-((isobutylamino)methyl)-7,8-dihydro-3H-pyrano[4,3-d]pyrimidin-4(5H)-one and 2-(4-(4-fluorobenzoyl)piperidin-1-yl)acetic acid. Exact mass calculated for C26H33FN4O4 484.6. found 485.6 (ESI, M+H); 1H NMR (400 MHz, dichloromethane-d2) δ ppm 7.98 (dd, J=8.84, 5.31 Hz, 2H) 7.20 (t, J=8.59 Hz, 2H) 4.48-4.67 (m, 4H) 4.21 (br. s., 2H) 3.89-4.01 (m, 2H) 3.82 (br. s., 3H) 3.23 (br. s., 4H) 2.62-2.83 (m, 2H) 2.19... The reactants are C(C)C1=CC(=C(C=C1)F)OC (4-ethyl-1-fluoro-2-methoxy-benzene), C1CC(=O)N(C1=O)Br (NBS). Run in CC#N (MeCN), CC#N (MeCN). Run at time 18 hour. The product is BrC1=C(C=C(C(=C1)F)OC)CC (1-Bromo-2-ethyl-5-fluoro-4-methoxy-benzene). Isolated yield 97.6%. RXN SMILES: [CH2:1]([C:3]1[CH:8]=[CH:7][C:6]([F:9])=[C:5]([O:10][CH3:11])[CH:4]=1)[CH3:2].C1C(=O)N([Br:19])C(=O)C1>CC#N>[Br:19][C:8]1[CH:7]=[C:6]([F:9])[C:5]([O:10][CH3:11])=[CH:4][C:3]=1[CH2:1][CH3:2]. Procedure details: To a solution of 4-ethyl-1-fluoro-2-methoxy-benzene (WO 2010/090537, 12.2 g, 79.1 mmol) in MeCN (150 mL) was added a solution of NBS (14.4 g, 80.7 mmol) in MeCN (50 mL). The resulting solution was stirred at room temperature for 18 hours. The solvent was removed in vacuo and the residue was diluted with diethyl ether (150 mL). Precipitated solid was removed by filtration and the filtrate was washed with sodium sulfite aqueous solution (100 mL) and brine (100 mL), dried over MgSO4 and concentrate... Reactants: FC1=C(C(=O)O)C=CC=C1C (2-fluoro-3-methylbenzoic acid), FC1(CCC(CC1)(C=1C=NC(=CC1)F)CN)F (C-[4,4-difluoro-1-(6-fluoro-pyridin-3-yl)-cyclohexyl]-methylamine). Product: FC1(CCC(CC1)(C=1C=NC(=CC1)F)CNC(C1=C(C(=CC=C1)C)F)=O)F (N-[4,4-Difluoro-1-(6-fluoro-pyridin-3-yl)-cyclohexylmethyl]-2-fluoro-3-methyl-benzamide). As a reaction SMILES: [F:1][C:2]1[C:10]([CH3:11])=[CH:9][CH:8]=[CH:7][C:3]=1[C:4]([OH:6])=O.[F:12][C:13]1([F:28])[CH2:18][CH2:17][C:16]([CH2:26][NH2:27])([C:19]2[CH:20]=[N:21][C:22]([F:25])=[CH:23][CH:24]=2)[CH2:15][CH2:14]1>>[F:28][C:13]1([F:12])[CH2:14][CH2:15][C:16]([CH2:26][NH:27][C:4](=[O:6])[C:3]2[CH:7]=[CH:8][CH:9]=[C:10]([CH3:11])[C:2]=2[F:1])([C:19]2[CH:20]=[N:21][C:22]([F:25])=[CH:23][CH:24]=2)[CH2:17][CH2:18]1. Procedure: From 2-fluoro-3-methylbenzoic acid and C-[4,4-difluoro-1-(6-fluoro-pyridin-3-yl)-cyclohexyl]-methylamine. LCMS (MH+): m/z=381.1, tR (minutes, Method D)=0.74